Dataset: the Open Reaction Database (ORD), a public repository of structured organic reaction records. Task: describe an organic reaction: reactants, conditions, products, and yield Reactants: CCCCCC, COc1ccc(C=O)cc1OC, CCO, Cl, NCCS, O. Yields the product COc1ccc(C2NCCS2)cc1OC. As a reaction SMILES: [CH3:18][CH2:19][CH2:20][CH2:21][CH2:22][CH3:23].[CH3:1][O:2][c:3]1[cH:4][cH:5][c:6]([CH:7]=[O:8])[cH:9][c:10]1[O:11][CH3:12].[CH3:24][CH2:25][OH:26].[ClH:17].[NH2:13][CH2:14][CH2:15][SH:16].[OH2:27]>>[CH3:1][O:2][c:3]1[cH:4][cH:5][c:6]([CH:7]2[NH:13][CH2:14][CH2:15][S:16]2)[cH:9][c:10]1[O:11][CH3:12]. Reactants: CC(=O)O, [H][H], COC(=O)CCCCCCCCC(=O)c1c(C)cc(OC)c(OC)c1O. Product: COC(=O)CCCCCCCCCc1c(C)cc(OC)c(OC)c1O. RXN SMILES: [CH3:29][C:30](=[O:31])[OH:32].[H:27][H:28].[OH:1][c:2]1[c:3]([C:4](=[O:5])[CH2:6][CH2:7][CH2:8][CH2:9][CH2:10][CH2:11][CH2:12][CH2:13][C:14](=[O:15])[O:16][CH3:17])[c:18]([CH3:26])[cH:19][c:20]([O:24][CH3:25])[c:21]1[O:22][CH3:23]>>[OH:1][c:2]1[c:3]([CH2:4][CH2:6][CH2:7][CH2:8][CH2:9][CH2:10][CH2:11][CH2:12][CH2:13][C:14](=[O:15])[O:16][CH3:17])[c:18]([CH3:26])[cH:19][c:20]([O:24][CH3:25])[c:21]1[O:22][CH3:23]. The reactants are CC1=C(C(=CC=C1)C)O (2,6-dimethylphenol), P(=S)(Cl)(Cl)Cl (thiophosphoryl chloride), P(=O)(Cl)(Cl)Cl (phosphorus oxychloride). Yields the product P(OC1=CC=CC=C1)(OC1=CC=CC=C1)(Cl)=S (O,O-diphenyl phosphorochloridothioate). RXN SMILES: C[C:2]1[CH:7]=[CH:6][CH:5]=[C:4](C)[C:3]=1[OH:9].[P:10]([Cl:14])(Cl)(Cl)=[S:11].P(Cl)(Cl)(Cl)=O>>[P:10](=[S:11])([Cl:14])([O:9][C:3]1[CH:2]=[CH:7][CH:6]=[CH:5][CH:4]=1)[O:9][C:3]1[CH:4]=[CH:5][CH:6]=[CH:7][CH:2]=1. Reported procedure: The title compound was prepared in similar fashion as compound 6, substituting phenol for 2,6-dimethylphenol and thiophosphoryl chloride for phosphorus oxychloride. The resulting oily residue was taken to the next step without further purification. Reactants: C1(=CC=CC=C1)C(C)NC1=CC=C(C=C1)B1OC(C(O1)(C)C)(C)C (N-(1-phenylethyl)-N-[4-(4,4,5,5-tetramethyl-1,3,2-dioxaborolan-2-yl)phenyl]amine), IC1=NN(C2=NC=NC(=C21)N)[C@@H]2CC[C@@H](CC2)N2CCN(CC2)C (cis-3-iodo-1-[4-(4-methylpiperazino)-cyclohexyl]-1H-pyrazolo[3,4-d]pyrimidin-4-amine), tetrakis-(triphenylphosphine)palladium, O.C([O-])([O-])=O.[Na+].[Na+] (sodium carbonate monohydrate). Solvent: COCCOC (ethylene glycol dimethyl ether), O (water). Product: C(C)(=O)O.C(C)(=O)O.CN1CCN(CC1)[C@H]1CC[C@H](CC1)N1N=C(C=2C1=NC=NC2N)C2=CC=C(C=C2)NC(C)C2=CC=CC=C2 (Cis-1-[4-(4-methylpiperazino)cyclohexyl]-3-{4-[(1-phenylethyl)amino]phenyl}-1H-pyrazolo[3,4-d]pyrimidin-4-amine diacetate). Yield: 83.7%. RXN SMILES: [C:1]1([CH:7]([NH:9][C:10]2[CH:15]=[CH:14][C:13](B3[O:20][C:19]([CH3:22])(C)C(C)(C)O3)=[CH:12][CH:11]=2)[CH3:8])[CH:6]=[CH:5][CH:4]=[CH:3][CH:2]=1.I[C:26]1[C:34]2[C:29](=[N:30][CH:31]=[N:32][C:33]=2[NH2:35])[N:28]([C@H:36]2[CH2:41][CH2:40][C@@H:39]([N:42]3[CH2:47][CH2:46][N:45]([CH3:48])[CH2:44][CH2:43]3)[CH2:38][CH2:37]2)[N:27]=1.O.[C:50](=[O:53])([O-])[O-:51].[Na+].[Na+]>COCCOC.O>[C:19]([OH:51])(=[O:20])[CH3:22].[C:50]([OH:51])(=[O:53])[CH3:1].[CH3:48][N:45]1[CH2:46][CH2:47][N:42]([C@@H:39]2[CH2:38][CH2:37][C@H:36]([N:28]3[C:29]4=[N:30][CH:31]=[N:32][C:33]([NH2:35])=[C:34]4[C:26]([C:13]4[CH:12]=[CH:11][C:10]([NH:9][CH:7]([C:1]5[CH:2]=[CH:3][CH:4]=[CH:5][CH:6]=5)[CH3:8])=[CH:15][CH:14]=4)=[N:27]3)[CH2:41][CH2:40]2)[CH2:43][CH2:44]1 |f:2.3.4.5,8.9.10|. Procedure details: A mixture of N-(1-phenylethyl)-N-[4-(4,4,5,5-tetramethyl-1,3,2-dioxaborolan-2-yl)phenyl]amine (0.070 g, 0.000235 mol), cis-3-iodo-1-[4-(4-methylpiperazino)-cyclohexyl]-1H-pyrazolo[3,4-d]pyrimidin-4-amine (0.080 g, 0.000181 mol), tetrakis-(triphenylphosphine)palladium (0.012 g, 0.000011 mol) and sodium carbonate monohydrate (0.056 g, 0.00045 mol) was heated in a mixture of ethylene glycol dimethyl ether (5 mL) and water (3 mL) at 80° C. for sixteen hours under an atmosphere of nitrogen. The mixtu... Reactants: COC(C[N+]#[C-])=O (isocyanoacetic acid methyl ester), C1(=CC=CC=C1)C(C=O)=C (2-phenylacrolein). Product: COC(=O)C1N=COC1C(=C)C1=CC=CC=C1 (5-(1-phenyl-vinyl)-2-oxazoline-4-carboxylic acid methyl ester). As a reaction SMILES: [CH3:1][O:2][C:3](=[O:7])[CH2:4][N+:5]#[C-:6].[C:8]1([C:14](=[CH2:17])[CH:15]=[O:16])[CH:13]=[CH:12][CH:11]=[CH:10][CH:9]=1>>[CH3:1][O:2][C:3]([CH:4]1[CH:15]([C:14]([C:8]2[CH:13]=[CH:12][CH:11]=[CH:10][CH:9]=2)=[CH2:17])[O:16][CH:6]=[N:5]1)=[O:7]. Procedure: By reaction of isocyanoacetic acid methyl ester with 2-phenylacrolein in a manner analogous to that described in Example 1, and after purification bycolumn chromatography (silica gel; dichloromethane/methanol 97.5:2.5), 5-(1-phenyl-vinyl)-2-oxazoline-4-carboxylic acid methyl ester is obtained in the form of a pale yellow oil. 1H-NMR (CDCl3) 3.80 (s, 3H, CH3); 4.45 (dd, 1H, C(4)--H); 5.76 (d, 1H, C(5)--H). Reactants: C(C1=CC=CC=C1)C1(CCC2=CC=CC=C12)C(=O)OC (methyl 1-benzylindane-1-carboxylate), [OH-].[Na+] (Sodium hydroxide). The solvent is CO (methanol), O (water). Reaction conditions: time 90 minute. The product is C(C1=CC=CC=C1)C1(CCC2=CC=CC=C12)C(=O)O (1-benzylindane-1-carboxylic acid). Isolated yield 101.2%. As a reaction SMILES: [CH2:1]([C:8]1([C:17]([O:19]C)=[O:18])[C:16]2[C:11](=[CH:12][CH:13]=[CH:14][CH:15]=2)[CH2:10][CH2:9]1)[C:2]1[CH:7]=[CH:6][CH:5]=[CH:4][CH:3]=1.[OH-].[Na+]>CO.O>[CH2:1]([C:8]1([C:17]([OH:19])=[O:18])[C:16]2[C:11](=[CH:12][CH:13]=[CH:14][CH:15]=2)[CH2:10][CH2:9]1)[C:2]1[CH:7]=[CH:6][CH:5]=[CH:4][CH:3]=1 |f:1.2|. Reported procedure: Methyl 1-benzylindane-1-carboxylate (2.5 g, 9.4 mmol) from Step B was dissolved in a solution of 23 mL methanol and 23 mL water. Sodium hydroxide (0.940 g, 23.5 mmol) was added to the reaction. The reaction was refluxed and stirred for 90 minutes and then quenched with 100 mL of 1N HCl and extracted with diethyl ether (3×50 mL). The combined organic washings were dried over MgSO4 and evaporated to furnish 1-benzylindane-1-carboxylic acid (2.4 g, 100%) as a yellow oil that was pure enough to be u... Reactants: C(C)(C)(C)NCC(COC1=C(C(=CC=C1)[N+](=O)[O-])C#N)O (1-tert.-butylamino-3-(2-cyano-3-nitrophenoxy)-2-propanol), O.NN (hydrazine hydrate). The reagents and catalysts are [Ni] (Raney nickel). The solvent is C(C)O (ethanol). Product: C(C)(C)(C)NCC(COC=1C=CC=C(C1C(=O)N)N)O (6-(3-tert.-butylamino-2-hydroxy-propoxy)-anthranilamide). RXN SMILES: [C:1]([NH:5][CH2:6][CH:7]([OH:21])[CH2:8][O:9][C:10]1[CH:15]=[CH:14][CH:13]=[C:12]([N+:16]([O-])=O)[C:11]=1[C:19]#[N:20])([CH3:4])([CH3:3])[CH3:2].[OH2:22].NN>C(O)C.[Ni]>[C:1]([NH:5][CH2:6][CH:7]([OH:21])[CH2:8][O:9][C:10]1[CH:15]=[CH:14][CH:13]=[C:12]([NH2:16])[C:11]=1[C:19]([NH2:20])=[O:22])([CH3:4])([CH3:3])[CH3:2] |f:1.2|. Procedure details: 12.2 g of 1-tert.-butylamino-3-(2-cyano-3-nitrophenoxy)-2-propanol are reacted in 200 ml of ethanol with 11 g of hydrazine hydrate and Raney nickel, analogously to Example 4(d), and after filtering and evaporating the filtrate, this gives crude 6-(3-tert.-butylamino-2-hydroxy-propoxy)-anthranilamide in the form of an oil which is used further without further purification. Starting materials: CCc1nc2c(F)ccc(OCC(=O)OC)c2c(OC(F)F)c1Cc1ccc(-c2ncco2)cc1, CC(=O)O, CO, [Li+], [OH-], O. Yields the product CCc1nc2c(F)ccc(OCC(=O)O)c2c(OC(F)F)c1Cc1ccc(-c2ncco2)cc1. RXN SMILES: [CH3:1][O:2][C:3]([CH2:4][O:5][c:6]1[c:7]2[c:8]([O:31][CH:32]([F:33])[F:34])[c:9]([CH2:19][c:20]3[cH:21][cH:22][c:23](-[c:26]4[o:27][cH:28][cH:29][n:30]4)[cH:24][cH:25]3)[c:10]([CH2:17][CH3:18])[n:11][c:12]2[c:13]([F:16])[cH:14][cH:15]1)=[O:35].[CH3:38][C:39](=[O:40])[OH:41].[CH3:42][OH:43].[Li+:36].[OH-:37].[OH2:44]>>[O:2]=[C:3]([CH2:4][O:5][c:6]1[c:7]2[c:8]([O:31][CH:32]([F:33])[F:34])[c:9]([CH2:19][c:20]3[cH:21][cH:22][c:23](-[c:26]4[o:27][cH:28][cH:29][n:30]4)[cH:24][cH:25]3)[c:10]([CH2:17][CH3:18])[n:11][c:12]2[c:13]([F:16])[cH:14][cH:15]1)[OH:35]. The reactants are C(C)(=O)OC=1C2=C(SC1CC1=CC=CC=C1)C=CC(=C2)Cl (3-acetoxy-2-benzyl-5-chlorobenzo[b]thiophene), [OH-].[Na+] (sodium hydroxide), Cl (hydrochloric acid). Solvent: C(C)O (ethanol). Yields the product C(C1=CC=CC=C1)C1=C(C2=C(S1)C=CC(=C2)Cl)O (2-benzyl-5-chloro-3-hydroxybenzo[b]thiophene). Isolated yield 46.1%. As a reaction SMILES: C([O:4][C:5]1[C:6]2[CH:20]=[C:19]([Cl:21])[CH:18]=[CH:17][C:7]=2[S:8][C:9]=1[CH2:10][C:11]1[CH:16]=[CH:15][CH:14]=[CH:13][CH:12]=1)(=O)C.[OH-].[Na+].Cl>C(O)C>[CH2:10]([C:9]1[S:8][C:7]2[CH:17]=[CH:18][C:19]([Cl:21])=[CH:20][C:6]=2[C:5]=1[OH:4])[C:11]1[CH:12]=[CH:13][CH:14]=[CH:15][CH:16]=1 |f:1.2|. Procedure details: A mixture of 3-acetoxy-2-benzyl-5-chlorobenzo[b]thiophene (100 mg) and 2N aqueous sodium hydroxide (2 ml) in ethanol (1 ml) was heated at reflux temperature for 1 hour. The reaction mixture was cooled in an ice bath and acidifed with concentrated hydrochloric acid. The solid that separated out was collected by filtration, washed with water, and dried in vacuo over calcium sulfate to afford 2-benzyl-5-chloro-3-hydroxybenzo[b]thiophene as a white solid (40 mg); m/z 274 (M+.).